Dataset: the Open Reaction Database (ORD), a public repository of structured organic reaction records. Task: describe an organic reaction: reactants, conditions, products, and yield Starting materials: Nc1cc(Cl)ccc1[N+](=O)[O-], [K+], [K+], O=C([O-])[O-], NCCCN1CCOCC1, CN(C)C=O, O. As a reaction SMILES: [Cl:1][c:2]1[cH:3][cH:4][c:5]([N+:9](=[O:10])[O-:11])[c:6]([NH2:8])[cH:7]1.[K+:22].[K+:23].[O-:24][C:25]([O-:26])=[O:27].[O:12]1[CH2:13][CH2:14][N:15]([CH2:18][CH2:19][CH2:20][NH2:21])[CH2:16][CH2:17]1.[O:29]=[CH:30][N:31]([CH3:32])[CH3:33].[OH2:28]>>[c:2]1([NH:21][CH2:20][CH2:19][CH2:18][N:15]2[CH2:14][CH2:13][O:12][CH2:17][CH2:16]2)[cH:3][cH:4][c:5]([N+:9](=[O:10])[O-:11])[c:6]([NH2:8])[cH:7]1. Product: Nc1cc(NCCCN2CCOCC2)ccc1[N+](=O)[O-]. Reactants: [N+](=O)([O-])C=1C=CC(=C(C1)N)OCCC (5-nitro-2-propoxy-phenylamine). The solvent is CC#N (CH3CN). Product: C(CC)OC1=C(C=C(C=C1)N)N (4-Propoxybenzene-1,3-diamine). As a reaction SMILES: [N+:1]([C:4]1[CH:5]=[CH:6][C:7]([O:11][CH2:12][CH2:13][CH3:14])=[C:8]([NH2:10])[CH:9]=1)([O-])=O>CC#N>[CH2:12]([O:11][C:7]1[CH:6]=[CH:5][C:4]([NH2:1])=[CH:9][C:8]=1[NH2:10])[CH2:13][CH3:14]. Reported procedure: 4-Propoxybenzene-1,3-diamine (D-5) was synthesized following the general scheme above starting from 5-nitro-2-propoxy-phenylamine. Yield (79%). HPLC ret. time 0.54 min, 10-99% CH3CN, 5 min run; ESI-MS 167.5 m/z (MH+). Starting materials: N#Cc1cccc(C=O)c1, CC(C)(C)S(N)=O, C1COCCO1. The product is CC(C)(C)S(=O)N=Cc1cccc(C#N)c1. As a reaction SMILES: [C:1](#[N:2])[c:3]1[cH:4][c:5]([CH:6]=[O:7])[cH:8][cH:9][cH:10]1.[CH3:11][C:12]([CH3:13])([CH3:14])[S:15](=[O:16])[NH2:17].[O:18]1[CH2:19][CH2:20][O:21][CH2:22][CH2:23]1>>[C:1](#[N:2])[c:3]1[cH:4][c:5]([CH:6]=[N:17][S:15]([C:12]([CH3:11])([CH3:13])[CH3:14])=[O:16])[cH:8][cH:9][cH:10]1. Starting materials: CCOC(C)=O, CN(C)C=O, Clc1nc2ccccc2[nH]1, Cl, [H-], [Na+], O, ClCc1ccccn1. The product is Clc1nc2ccccc2n1Cc1ccccn1. Reaction SMILES: [CH3:22][CH2:23][O:24][C:25](=[O:26])[CH3:27].[CH3:28][N:29]([CH3:30])[CH:31]=[O:32].[Cl:1][c:2]1[nH:3][c:4]2[c:5]([n:6]1)[cH:7][cH:8][cH:9][cH:10]2.[ClH:13].[H-:11].[Na+:12].[OH2:33].[c:14]1([CH2:20][Cl:21])[cH:15][cH:16][cH:17][cH:18][n:19]1>>[Cl:1][c:2]1[n:3]([CH2:20][c:14]2[cH:15][cH:16][cH:17][cH:18][n:19]2)[c:4]2[c:5]([n:6]1)[cH:7][cH:8][cH:9][cH:10]2.